This data is from the Open Reaction Database (ORD), a public repository of structured organic reaction records. The task is: describe an organic reaction: reactants, conditions, products, and yield The reactants are COC1=C(N)C=C(C=C1)Cl (2-methoxy-5-chloroaniline), OC1=CC=C(C=C1)C1=CC=C(C=C1)CC(=O)O (4-hydroxy-4'-biphenyl-acetic acid), C1(CCCCC1)N=C=NC1CCCCC1 (N,N'-dicyclohexyl-carbodiimide). Run in O1CCOCC1 (dioxane), O1CCOCC1 (dioxane), O1CCCC1 (tetrahydrofuran), O1CCOCC1 (dioxane). The product is ClC=1C=CC(C(N)C1)(C(=O)CC1=CC=C(C=C1)C1=CC=C(C=C1)O)OC (4-(5-Chloro-2-methoxy-anilino-carbonyl-methyl)-4'-hydroxybiphenyl). Isolated yield 70.0%. Reaction SMILES: [OH:1][C:2]1[CH:7]=[CH:6][C:5]([C:8]2[CH:13]=[CH:12][C:11]([CH2:14][C:15]([OH:17])=O)=[CH:10][CH:9]=2)=[CH:4][CH:3]=1.[CH3:18][O:19][C:20]1[CH:26]=[CH:25][C:24]([Cl:27])=[CH:23][C:21]=1[NH2:22].C1(N=C=NC2CCCCC2)CCCCC1>O1CCCC1.O1CCOCC1>[Cl:27][C:24]1[CH:25]=[CH:26][C:20]([O:19][CH3:18])([C:15]([CH2:14][C:11]2[CH:10]=[CH:9][C:8]([C:5]3[CH:4]=[CH:3][C:2]([OH:1])=[CH:7][CH:6]=3)=[CH:13][CH:12]=2)=[O:17])[CH:21]([CH:23]=1)[NH2:22]. Procedure details: A solution of 10 gm (44 millimols) of 4-hydroxy-4'-biphenyl-acetic acid (see W. H. Linnell and H. J. Smith, J. Chem. Soc. 1959,557) in a mixture of 33 ml of tetrahydrofuran and 162 ml of absolute dioxane were added at 0° C to a solution of 4.63 gm (29.4 millimols) of 2-methoxy-5-chloroaniline (m.p. 83°-85° C) in 40 ml of absolute dioxane, and the mixed solution was subsequently admixed with a solution of 9.1 gm (44 millimols) of N,N'-dicyclohexyl-carbodiimide in 20 ml of dioxane. After 20 hours ... Starting materials: C(=C)[C@H]1CNCC[C@H]1CCC(N)C1=CC=NC2=CC=C(C=C12)OC (3-[3(R)-ethenyl-4(R)-piperidyl]-1-(6-methoxy-4 quinolyl)-1(RS)-propanamine). The reagents and catalysts are [Pd] (palladium). Run in C(C)O (ethanol). Run at time 2 hour. The product is C(C)[C@H]1CNCC[C@H]1CCC(N)C1=CC=NC2=CC=C(C=C12)OC (3-[3(R)-Ethyl-4(R)-piperidyl]-1-(6-methoxy-4 quinolyl)-1(RS)-propanamine), trihydrochloride. RXN SMILES: [CH:1]([C@@H:3]1[C@H:8]([CH2:9][CH2:10][CH:11]([C:13]2[C:22]3[C:17](=[CH:18][CH:19]=[C:20]([O:23][CH3:24])[CH:21]=3)[N:16]=[CH:15][CH:14]=2)[NH2:12])[CH2:7][CH2:6][NH:5][CH2:4]1)=[CH2:2]>C(O)C.[Pd]>[CH2:1]([C@@H:3]1[C@H:8]([CH2:9][CH2:10][CH:11]([C:13]2[C:22]3[C:17](=[CH:18][CH:19]=[C:20]([O:23][CH3:24])[CH:21]=3)[N:16]=[CH:15][CH:14]=2)[NH2:12])[CH2:7][CH2:6][NH:5][CH2:4]1)[CH3:2]. Reported procedure: 3-[3(R)-ethenyl-4(R)-piperidyl]-1-(6-methoxy-4 quinolyl)-1(RS)-propanamine (1.2 g) dissolved in absolute ethanol (25 ml) is hydrogenated at atmospheric pressure and at room temperature in the presence of palladium (0.25 g, 10% on carbon). The absorption of hydrogen is complete in 2 hours. The catalyst is filtered off, the solvent is evaporated under reduced pressure, and the residue is recrystallised from isopropanol. 3-[3(R)-Ethyl-4(R)-piperidyl]-1-(6-methoxy-4 quinolyl)-1(RS)-propanamine is th... Reactants: C(C)OC(C(C)(C)OC1=CC(=C(C=C1)OCCC=1N=C(OC1C)C1=CC=C(C=C1)C1=CC=CC=C1)CC1CCCCC1)=O (2-{4-[2-(2-biphenyl-4-yl-5-methyloxazol-4-yl)ethoxy]-3-cyclohexylmethylphenoxy}-2-methylpropionic acid ethyl ester), [OH-].[Na+] (NaOH). Run in C(C)O (ethanol). Run at temperature 55 celsius. The product is C1(=CC=C(C=C1)C=1OC(=C(N1)CCOC1=C(C=C(OC(C(=O)O)(C)C)C=C1)CC1CCCCC1)C)C1=CC=CC=C1 (2-{4-[2-(2-Biphenyl-4-yl-5-methyloxazol-4-yl)ethoxy]-3-cyclohexylmethylphenoxy}-2-methylpropionic acid). Reaction SMILES: C([O:3][C:4](=[O:43])[C:5]([O:8][C:9]1[CH:14]=[CH:13][C:12]([O:15][CH2:16][CH2:17][C:18]2[N:19]=[C:20]([C:24]3[CH:29]=[CH:28][C:27]([C:30]4[CH:35]=[CH:34][CH:33]=[CH:32][CH:31]=4)=[CH:26][CH:25]=3)[O:21][C:22]=2[CH3:23])=[C:11]([CH2:36][CH:37]2[CH2:42][CH2:41][CH2:40][CH2:39][CH2:38]2)[CH:10]=1)([CH3:7])[CH3:6])C.[OH-].[Na+]>C(O)C>[C:27]1([C:30]2[CH:35]=[CH:34][CH:33]=[CH:32][CH:31]=2)[CH:26]=[CH:25][C:24]([C:20]2[O:21][C:22]([CH3:23])=[C:18]([CH2:17][CH2:16][O:15][C:12]3[CH:13]=[CH:14][C:9]([O:8][C:5]([CH3:7])([CH3:6])[C:4]([OH:43])=[O:3])=[CH:10][C:11]=3[CH2:36][CH:37]3[CH2:38][CH2:39][CH2:40][CH2:41][CH2:42]3)[N:19]=2)=[CH:29][CH:28]=1 |f:1.2|. Procedure: A solution of 2-{4-[2-(2-biphenyl-4-yl-5-methyloxazol-4-yl)ethoxy]-3-cyclohexylmethylphenoxy}-2-methylpropionic acid ethyl ester (0.57 mmol) in ethanol (10 mL) was treated with 2.5 N aqueous NaOH (1.1 mL), and heated at 55° C. for 2 h. The reaction was cooled to ambient temperature and concentrated down to near dryness. The residue was then diluted with ethyl acetate (40 mL) and water (20 mL) and acidified to pH=1 with 1 N aqueous HCl. The organic layer was washed with brine (20 mL), dried (Na2S... Starting materials: CC12CCC3C(CCC4=C(OS(C)(=O)=O)C(=O)CCC43C)C1CCC2=O, CN(C)C=O, [N-]=[N+]=[N-], [Na+], O. Yields the product CC12CCC3C(CCC4=C(N=[N+]=[N-])C(=O)CCC43C)C1CCC2=O. As a reaction SMILES: [CH3:1][S:2]([O:3][C:6]1=[C:7]2[CH2:8][CH2:9][CH:10]3[CH:11]4[CH2:12][CH2:13][C:14](=[O:26])[C:15]4([CH3:16])[CH2:17][CH2:18][CH:19]3[C:20]2([CH3:25])[CH2:21][CH2:22][C:23]1=[O:24])(=[O:4])=[O:5].[CH3:31][N:32]([CH3:33])[CH:34]=[O:35].[N-:28]=[N+:29]=[N-:30].[Na+:27].[OH2:36]>>[C:6]1([N:28]=[N+:29]=[N-:30])=[C:7]2[CH2:8][CH2:9][CH:10]3[CH:11]4[CH2:12][CH2:13][C:14](=[O:26])[C:15]4([CH3:16])[CH2:17][CH2:18][CH:19]3[C:20]2([CH3:25])[CH2:21][CH2:22][C:23]1=[O:24]. Reactants: CNC(=O)C(CC(=O)OCc1ccccc1)n1ccc(-c2ccc(-c3ccncc3)cc2)c1, CC(=O)O. RXN SMILES: [CH2:1]([c:2]1[cH:3][cH:4][cH:5][cH:6][cH:7]1)[O:8][C:9]([CH2:10][CH:11]([C:12](=[O:13])[NH:14][CH3:15])[n:16]1[cH:17][c:18](-[c:21]2[cH:22][cH:23][c:24](-[c:27]3[cH:28][cH:29][n:30][cH:31][cH:32]3)[cH:25][cH:26]2)[cH:19][cH:20]1)=[O:33].[CH3:34][C:35](=[O:36])[OH:37]>>[O:8]=[C:9]([CH2:10][CH:11]([C:12](=[O:13])[NH:14][CH3:15])[n:16]1[cH:17][c:18](-[c:21]2[cH:22][cH:23][c:24](-[c:27]3[cH:28][cH:29][n:30][cH:31][cH:32]3)[cH:25][cH:26]2)[cH:19][cH:20]1)[OH:33]. The product is CNC(=O)C(CC(=O)O)n1ccc(-c2ccc(-c3ccncc3)cc2)c1.